Dataset: the Open Reaction Database (ORD), a public repository of structured organic reaction records. Task: describe an organic reaction: reactants, conditions, products, and yield Reactants: CC(C)(C)OC(=O)NCc1ccc(C(=O)O)cc1, CCCN(CCC)Cc1ccc(N)cc1, ClC(Cl)Cl, [Na+], [OH-], On1nnc2ccccc21. The product is CCCN(CCC)Cc1ccc(NC(=O)c2ccc(CNC(=O)OC(C)(C)C)cc2)cc1. Reaction SMILES: [C:1]([CH3:2])([CH3:3])([CH3:4])[O:5][C:6](=[O:7])[NH:8][CH2:9][c:10]1[cH:11][cH:12][c:13]([C:14](=[O:15])[OH:16])[cH:17][cH:18]1.[CH2:29]([CH2:30][CH3:31])[N:32]([CH2:33][CH2:34][CH3:35])[CH2:36][c:37]1[cH:38][cH:39][c:40]([NH2:41])[cH:42][cH:43]1.[CH:46]([Cl:47])([Cl:48])[Cl:49].[Na+:45].[OH-:44].[OH:19][n:20]1[c:21]2[c:22]([cH:23][cH:24][cH:25][cH:26]2)[n:27][n:28]1>>[C:1]([CH3:2])([CH3:3])([CH3:4])[O:5][C:6](=[O:7])[NH:8][CH2:9][c:10]1[cH:11][cH:12][c:13]([C:14](=[O:16])[NH:41][c:40]2[cH:39][cH:38][c:37]([CH2:36][N:32]([CH2:29][CH2:30][CH3:31])[CH2:33][CH2:34][CH3:35])[cH:43][cH:42]2)[cH:17][cH:18]1. Starting materials: NC1=C(C2=C(CN(CC2)CC)S1)C(=O)N (2-Amino-6-ethyl-4,5,6,7-tetrahydrothieno[2,3-c]pyridine-3-carboxamide), C(=O)O (formic acid). Run in O (water). Conditions: time 8 hour. Product: C(C)N1CC2=C(CC1)C(=C(S2)NC=O)C(=O)N (6-Ethyl-2-formamido-4,5,6,7-tetrahydrothieno[2,3-c]pyridine-3-carboxamide). Isolated yield 82.0%. Reaction SMILES: [NH2:1][C:2]1[S:12][C:5]2[CH2:6][N:7]([CH2:10][CH3:11])[CH2:8][CH2:9][C:4]=2[C:3]=1[C:13]([NH2:15])=[O:14].[CH:16](O)=[O:17]>O>[CH2:10]([N:7]1[CH2:8][CH2:9][C:4]2[C:3]([C:13]([NH2:15])=[O:14])=[C:2]([NH:1][CH:16]=[O:17])[S:12][C:5]=2[CH2:6]1)[CH3:11]. Reported procedure: A mixture of compound F4 (225 mg, 1.00 mmol) in formic acid (5 mL) and water (1 mL) was stirred overnight at room temperature. After that time, the reaction mixture was concentrated under reduced pressure. The residue was mixed with saturated aqueous sodium bicarbonate (50 mL) and extracted with methylene chloride (3×150 mL). The combined organic extracts were dried over anhydrous sodium sulfate, filtered, and concentrated under reduced pressure. The resulting residue was purified by flash colum... Starting materials: CCC(C)(C)[O-].[K+] (Potassium tert-pentoxide), BrC1=C(C=C2CC3(C(C2=C1)=O)CCC(CC3)O)F (6′-bromo-5′-fluoro-4-hydroxyspiro[cyclohexane-1,2′-inden]-1′(3′H)-one), BrC1=C(C=C2CC3(C(C2=C1)=O)CCC(CC3)O)F (6′-bromo-5′-fluoro-4-hydroxyspiro[cyclohexane-1,2′-inden]-1′(3′H)-one), CI (methyl iodide). Solvent: 2-Me THF. Run at temperature 35 celsius, time 1 hour. Yields the product BrC1=C(C=C2CC3(C(C2=C1)=O)CCC(CC3)OC)F (6′-Bromo-5′-fluoro-4-methoxyspiro[cyclohexane-1,2′-inden]-1′(3′H)-one). Isolated yield 98.8%. RXN SMILES: [Br:1][C:2]1[CH:10]=[C:9]2[C:5]([CH2:6][C:7]3([CH2:16][CH2:15][CH:14]([OH:17])[CH2:13][CH2:12]3)[C:8]2=[O:11])=[CH:4][C:3]=1[F:18].CI.[CH3:21]CC([O-])(C)C.[K+]>>[Br:1][C:2]1[CH:10]=[C:9]2[C:5]([CH2:6][C:7]3([CH2:16][CH2:15][CH:14]([O:17][CH3:21])[CH2:13][CH2:12]3)[C:8]2=[O:11])=[CH:4][C:3]=1[F:18] |f:2.3|. Procedure details: A solution of 6′-bromo-5′-fluoro-4-hydroxyspiro[cyclohexane-1,2′-inden]-1′(3′H)-one (Intermediate 7, 1.94 g, 6.19 mmol) and methyl iodide (9.65 ml, 154 mmol) in 2-Me THF (80 mL) was heated to 35° C. Potassium tert-pentoxide (1.7 M in toluene) (5.01 g, 9.91 mmol) was slowly added dropwise over 10 min and the resulting mixture was stirred at 35° C. for 1 h. The reaction mixture was cooled to r.t., and partitioned between water and EtOAC. The organic phase was dried over magnesium sulfate and conce... Starting materials: C(C=C)#N (acrylonitrile), O (water), [OH-].[K+] (potassium hydroxide), OCC(CO)(CO)CO (Pentaerythritol). The solvent is O1CCOCC1 (dioxane). Conditions: temperature 0 celsius, time 48 hour. Product: C(#N)CCOCC(COCCC#N)(COCCC#N)COCCC#N (Tetrakis-[(2-cyanoethoxy)methyl]methane). As a reaction SMILES: [OH:1][CH2:2][C:3]([CH2:8][OH:9])([CH2:6][OH:7])[CH2:4][OH:5].O.[OH-].[K+].[C:13](#[N:16])[CH:14]=[CH2:15]>O1CCOCC1>[C:13]([CH2:14][CH2:15][O:1][CH2:2][C:3]([CH2:8][O:9][CH2:15][CH2:14][C:13]#[N:16])([CH2:6][O:7][CH2:15][CH2:14][C:13]#[N:16])[CH2:4][O:5][CH2:15][CH2:14][C:13]#[N:16])#[N:16] |f:2.3|. Procedure details: Pentaerythritol (6.84 g, 50 mmol) was dissolved in 20 ml dioxane and 2 ml water and mixed up with 40% aqueous potassium hydroxide solution (w/v, 1 ml). After cooling to 0° C. in an ice bath, acrylonitrile (16.2 g, 300 mmol) was added and the mixture stirred for 48 h at room temperature. Solvents were evaporated, the remaining oil was diluted in 100 ml dichloromethane and washed with 10% aqueous sodium chloride solution (w/v, 50 ml). After re-extraction of the aqueous layer with dichloromethane (... Starting materials: COc1cc(C#N)ccc1NC(=O)C1NC(CC(C)(C)C)C2(C(=O)Nc3cc(Cl)ccc32)C1c1cccc(Br)c1F, CS(C)=O, [Na+], [OH-], OO. The product is COc1cc(C(N)=O)ccc1NC(=O)C1NC(CC(C)(C)C)C2(C(=O)Nc3cc(Cl)ccc32)C1c1cccc(Br)c1F. Reaction SMILES: [C:1](#[N:2])[c:3]1[cH:4][c:5]([O:40][CH3:41])[c:6]([NH:9][C:10](=[O:11])[CH:12]2[CH:13]([c:32]3[c:33]([F:39])[c:34]([Br:38])[cH:35][cH:36][cH:37]3)[C:14]3([C:15](=[O:24])[NH:16][c:17]4[cH:18][c:19]([Cl:23])[cH:20][cH:21][c:22]43)[CH:25]([CH2:27][C:28]([CH3:29])([CH3:30])[CH3:31])[NH:26]2)[cH:7][cH:8]1.[CH3:46][S:47]([CH3:48])=[O:49].[Na+:45].[OH-:44].[OH:42][OH:43]>>[C:1]([NH2:2])([c:3]1[cH:4][c:5]([O:40][CH3:41])[c:6]([NH:9][C:10](=[O:11])[CH:12]2[CH:13]([c:32]3[c:33]([F:39])[c:34]([Br:38])[cH:35][cH:36][cH:37]3)[C:14]3([C:15](=[O:24])[NH:16][c:17]4[cH:18][c:19]([Cl:23])[cH:20][cH:21][c:22]43)[CH:25]([CH2:27][C:28]([CH3:29])([CH3:30])[CH3:31])[NH:26]2)[cH:7][cH:8]1)=[O:42].